From a dataset of the Open Reaction Database (ORD), a public repository of structured organic reaction records. describe an organic reaction: reactants, conditions, products, and yield Run at time 8 hour. Product: [N+](=O)([O-])C1=CC=C(COC(=O)C(CC(=O)N[C@@H]2CN(CC2)C(=O)OC(C)(C)C)NC(=N)N)C=C1 (tert-Butyl (3S)-3-[3-(4-nitrobenzyloxycarbonyl)guanidinopropanoylamino]-1-pyrrolidinecarboxylate). Procedure details: Under ice cooling, N,N-diisopropylethylamine (961 μl) and 3,5-dimethylpyrazole-1-carboxamidine nitrate (1.11 g) were added to a solution of tert-butyl (3S)-3-(3-aminopropanoylamino)-1-pyrrolidinecarboxylate (1.42 g) in anhydrous N,N'-dimethylformamide (10 ml) and the mixture was stirred overnight at room temperature. The reaction mixture was poured into ether (150 ml) to give an oily precipitate. The precipitate was dissolved in anhydrous dichloromethane:anhydrous tetrahydrofuran=5:2 (70 ml). To... The reactants are N-(4-nitrobenzyloxycarbonyl)oxy-5-norbornene-2,3-dicarboxyimide, C(C)(C)NC(C)C (N,N-diisopropylamine), C(C)(=O)OCC (ethyl acetate), C(C)(C)N(C(C)C)CC (N,N-diisopropylethylamine), [N+](=O)(O)[O-].CC1=NN(C(=C1)C)C(=N)N (3,5-dimethylpyrazole-1-carboxamidine nitrate), NCCC(=O)N[C@@H]1CN(CC1)C(=O)OC(C)(C)C (tert-butyl (3S)-3-(3-aminopropanoylamino)-1-pyrrolidinecarboxylate). Reaction SMILES: C(N(CC)[CH:5]([CH3:7])[CH3:6])(C)C.[N+:10]([O-:13])(O)=[O:11].CC1C=C(C)[N:17]([C:21](N)=[NH:22])N=1.[NH2:24][CH2:25][CH2:26][C:27]([NH:29][C@H:30]1[CH2:34][CH2:33][N:32]([C:35]([O:37][C:38]([CH3:41])([CH3:40])[CH3:39])=[O:36])[CH2:31]1)=[O:28].[CH:42](NC(C)C)(C)[CH3:43].[C:49]([O:52][CH2:53][CH3:54])(=[O:51])C>CN(C=O)C.ClCCl.O1CCCC1.CCOCC>[N+:10]([C:6]1[CH:5]=[CH:7][C:54]([CH2:53][O:52][C:49]([CH:25]([NH:24][C:21]([NH2:22])=[NH:17])[CH2:26][C:27]([NH:29][C@H:30]2[CH2:34][CH2:33][N:32]([C:35]([O:37][C:38]([CH3:41])([CH3:40])[CH3:39])=[O:36])[CH2:31]2)=[O:28])=[O:51])=[CH:43][CH:42]=1)([O-:13])=[O:11] |f:1.2|. The solvent is ClCCl (dichloromethane), ClCCl (dichloromethane), CCOCC (ether), O1CCCC1 (tetrahydrofuran), CN(C)C=O (N,N'-dimethylformamide). The reactants are c1ccc(C2CO2)cc1, COc1ccc(CC(C)N)cc1OC, c1ccccc1. Product: COc1ccc(CC(C)NCC(O)c2ccccc2)cc1OC. As a reaction SMILES: [CH2:15]1[O:16][CH:17]1[c:18]1[cH:19][cH:20][cH:21][cH:22][cH:23]1.[CH3:1][O:2][c:3]1[cH:4][c:5]([CH2:11][CH:12]([CH3:13])[NH2:14])[cH:6][cH:7][c:8]1[O:9][CH3:10].[cH:24]1[cH:25][cH:26][cH:27][cH:28][cH:29]1>>[CH3:1][O:2][c:3]1[cH:4][c:5]([CH2:11][CH:12]([CH3:13])[NH:14][CH2:15][CH:17]([OH:16])[c:18]2[cH:19][cH:20][cH:21][cH:22][cH:23]2)[cH:6][cH:7][c:8]1[O:9][CH3:10]. Reactants: CC(=O)OC(C)=O, O=C([O-])O, ClCCl, O=CO, O=C[O-], [Na+], [Na+], CCCCCN1C(=O)C(CCC(=O)OCC)(NC(=O)C2Cc3ccccc3CN2)c2ccccc21. Yields the product CCCCCN1C(=O)C(CCC(=O)OCC)(NC(=O)C2Cc3ccccc3CN2C=O)c2ccccc21. As a reaction SMILES: [C:1]([O:2][C:4](=[O:5])[CH3:6])(=[O:3])[CH3:7].[C:47](=[O:48])([O-:49])[OH:50].[CH2:52]([Cl:53])[Cl:54].[CH:55]([OH:56])=[O:57].[CH:8]([O-:9])=[O:10].[Na+:11].[Na+:51].[O:12]=[C:13]1[N:14]([CH2:42][CH2:43][CH2:44][CH2:45][CH3:46])[c:15]2[cH:16][cH:17][cH:18][cH:19][c:20]2[C:21]1([NH:22][C:23](=[O:24])[CH:25]1[NH:26][CH2:27][c:28]2[cH:29][cH:30][cH:31][cH:32][c:33]2[CH2:34]1)[CH2:35][CH2:36][C:37](=[O:38])[O:39][CH2:40][CH3:41]>>[CH:1](=[O:3])[N:26]1[CH:25]([C:23]([NH:22][C:21]2([CH2:35][CH2:36][C:37](=[O:38])[O:39][CH2:40][CH3:41])[C:13](=[O:12])[N:14]([CH2:42][CH2:43][CH2:44][CH2:45][CH3:46])[c:15]3[cH:16][cH:17][cH:18][cH:19][c:20]32)=[O:24])[CH2:34][c:33]2[c:28]([cH:29][cH:30][cH:31][cH:32]2)[CH2:27]1.